From a dataset of the Open Reaction Database (ORD), a public repository of structured organic reaction records. describe an organic reaction: reactants, conditions, products, and yield Reactants: CC1(C2C(C3=CC(=CC=C3O1)C#N)O2)C ((±)-2,2-dimethyl-1a,7b-dihydro-2H-1,3-dioxa-cyclopropa[a]naphthalene-6-carbonitrile), ClC1=CC=C(C=C1)N1NC(C=C1)=O (1-(4-chloro-phenyl)-1,2-dihydro-pyrazol-3-one). Product: ClC1=CC=C(C=C1)N1N=C(C=C1)OC1C(C(OC2=CC=C(C=C12)C#N)(C)C)O (4-[1-(4-Chloro-phenyl)-1H-pyrazol-3-yloxy]-3-hydroxy-2,2-dimethyl-chroman-6-carbonitrile). RXN SMILES: [CH3:1][C:2]1([CH3:15])[O:11][C:10]2[C:5](=[CH:6][C:7]([C:12]#[N:13])=[CH:8][CH:9]=2)[CH:4]2[O:14][CH:3]12.[Cl:16][C:17]1[CH:22]=[CH:21][C:20]([N:23]2[CH:27]=[CH:26][C:25](=[O:28])[NH:24]2)=[CH:19][CH:18]=1>>[Cl:16][C:17]1[CH:18]=[CH:19][C:20]([N:23]2[CH:27]=[CH:26][C:25]([O:28][CH:4]3[C:5]4[C:10](=[CH:9][CH:8]=[C:7]([C:12]#[N:13])[CH:6]=4)[O:11][C:2]([CH3:1])([CH3:15])[CH:3]3[OH:14])=[N:24]2)=[CH:21][CH:22]=1. Procedure: Following the procedure in Example 1, using (±)-2,2-dimethyl-1a,7b-dihydro-2H-1,3-dioxa-cyclopropa[a]naphthalene-6-carbonitrile and 1-(4-chloro-phenyl)-1,2-dihydro-pyrazol-3-one as starting materials, the title compounds were prepared as white solids. Starting materials: C(C1=CC=CC=C1)O[C@H]1[C@]2(O[C@@H]([C@H]([C@@H]1OCC1=CC=CC=C1)OCC1=CC=CC=C1)COCC1=CC=CC=C1)CCC1=CC(=C(C=C12)CC1=CC=C(C=C1)CC)Cl ((1S,3′R,4′S,5′R,6′R)-3′,4′,5′-tris(benzyloxy)-6′-(benzyloxymethyl)-5-chloro-6-(4-ethylbenzyl)-2,3,3′,4′,5′,6′-hexahydrospiro[indene-1,2′-pyran]). Reagents/catalysts: [Pd] (Pd/C). The solvent is CO (methanol). Conditions: time 12 hour. Yields the product ClC=1C=C2CC[C@]3(O[C@@H]([C@H]([C@@H]([C@H]3O)O)O)CO)C2=CC1CC1=CC=C(C=C1)CC ((1S,3′R,4′S,5′S,6′R)-5-chloro-6-(4-ethylbenzyl)-6′-(hydroxymethyl)-2,3,3′,4′,5′,6′-hexahydrospiro[indene-1,2′-pyran]-3′,4′,5′-triol). Yield: 82.8%. As a reaction SMILES: C([O:8][C@@H:9]1[C@@H:14]([O:15]CC2C=CC=CC=2)[C@H:13]([O:23]CC2C=CC=CC=2)[C@@H:12]([CH2:31][O:32]CC2C=CC=CC=2)[O:11][C@:10]21[C:47]1[C:42](=[CH:43][C:44]([Cl:57])=[C:45]([CH2:48][C:49]3[CH:54]=[CH:53][C:52]([CH2:55][CH3:56])=[CH:51][CH:50]=3)[CH:46]=1)[CH2:41][CH2:40]2)C1C=CC=CC=1>CO.[Pd]>[Cl:57][C:44]1[CH:43]=[C:42]2[C:47](=[CH:46][C:45]=1[CH2:48][C:49]1[CH:50]=[CH:51][C:52]([CH2:55][CH3:56])=[CH:53][CH:54]=1)[C@:10]1([C@H:9]([OH:8])[C@@H:14]([OH:15])[C@H:13]([OH:23])[C@@H:12]([CH2:31][OH:32])[O:11]1)[CH2:40][CH2:41]2. Procedure: To a solution of (1S,3′R,4′S,5′R,6′R)-3′,4′,5′-tris(benzyloxy)-6′-(benzyloxymethyl)-5-chloro-6-(4-ethylbenzyl)-2,3,3′,4′,5′,6′-hexahydrospiro[indene-1,2′-pyran] (120 mg, 0.15 mmol) in methanol (10 mL) was added Pd/C (40 mg, 30% wt). The mixture was stirred under hydrogen (1 atm) for 12 h at room temperature. It was filtered, and the filtrate was concentrated to give a residue, which was purified by preparative HPLC to provide 52 mg (81%) of product as a white solid. 1H NMR (CD3OD, 300 MHz): δ 7.... As a reaction SMILES: [H-].[Na+].[Cl:3][C:4]1[CH:9]=[CH:8][C:7]([OH:10])=[CH:6][CH:5]=1.[H][H].[CH2:13]([O:15][CH:16]([O:19][CH2:20][CH3:21])[CH2:17]Br)[CH3:14]>CN(C)C=O>[Cl:3][C:4]1[CH:9]=[CH:8][C:7]([O:10][CH2:17][CH:16]([O:19][CH2:20][CH3:21])[O:15][CH2:13][CH3:14])=[CH:6][CH:5]=1 |f:0.1|. Reactants: C(C)OC(CBr)OCC (bromo-acetaldehyde diethyl acetal), [H-].[Na+] (sodium hydride), ClC1=CC=C(C=C1)O (4-chlorophenol), [H][H] (hydrogen), ice water. Yield: 78.6%. Solvent: CN(C=O)C (N,N-dimethylformamide). Procedure details: To a suspension of sodium hydride (11.24 g, 281 mmol) in anhydrous N,N-dimethylformamide (500 mL) was added 4-chlorophenol (30 g, 234 mmol) at 0° C. After hydrogen evolution had ceased, bromo-acetaldehyde diethyl acetal (55 g, 281 mmol) was added. The reaction was heated at 120° C. overnight. The mixture was poured into ice-water, extracted with ethyl acetate (3×150 ml), washed with 1N sodium hydroxide (3×100 ml), and brine (3×100 ml). The organic layer was dried over anhydrous sodium sulfate an... Reaction conditions: temperature 120 celsius. The product is ClC1=CC=C(C=C1)OCC(OCC)OCC (1-chloro-4-(2,2-diethoxyethoxy)benzene). Reactants: [BH4-].[Na+] (sodium borohydride), C=1C=CC2=C(C1)C(=O)C3=C(C=CC(=C3C2=O)O)O (quinizarin), Cl (hydrochloric acid). Run in CO (methanol). Conditions: temperature -0 celsius, time 2 hour. Yields the product C1(C=CC(C2=CC3=CC=CC=C3C=C12)=O)=O (1,4-Anthracenedione). Yield: 67.5%. Reaction SMILES: [CH:1]1[CH:2]=[CH:3][C:4]2[C:15](=O)[C:14]3[C:9](=[C:10]([OH:18])[CH:11]=[CH:12][C:13]=3[OH:17])[C:7](=O)[C:5]=2[CH:6]=1.[BH4-].[Na+].Cl>CO>[C:13]1(=[O:17])[C:14]2[C:9](=[CH:7][C:5]3[C:4]([CH:15]=2)=[CH:3][CH:2]=[CH:1][CH:6]=3)[C:10](=[O:18])[CH:11]=[CH:12]1 |f:1.2|. Procedure details: To a solution of quinizarin (10.00 g, 42.0 mmol, 1 molar equivalent) in methanol (200 mL) cooled to −0° C. was added sodium borohydride (6.38 g, 169.0 mmol, 4 molar equivalent). The resulting mixture was stirred at −0° C. for 2 h. A solution of 5M hydrochloric acid (150 mL) was then added dropwise to the reaction mixture at −0° C. The precipitated orange solid was filtered, washed twice with water, and dried under vacuum. Purification by column chromatography on silica gel (eluent: dichlorometha...